describe an organic reaction: reactants, conditions, products, and yield From a dataset of the Open Reaction Database (ORD), a public repository of structured organic reaction records. The reactants are CC1CN(c2ccncc2[N+](=O)[O-])CC2C1OC(=O)N2C(=O)OC(C)(C)C, CO, [H][H]. The product is CC1CN(c2ccncc2N)CC2C1OC(=O)N2C(=O)OC(C)(C)C. RXN SMILES: [CH3:1][CH:2]1[CH:3]2[CH:4]([CH2:5][N:6]([c:8]3[c:9]([N+:14]([O-:15])=[O:16])[cH:10][n:11][cH:12][cH:13]3)[CH2:7]1)[N:17]([C:21](=[O:22])[O:23][C:24]([CH3:25])([CH3:26])[CH3:27])[C:18](=[O:20])[O:19]2.[CH3:30][OH:31].[H:28][H:29]>>[CH3:1][CH:2]1[CH:3]2[CH:4]([CH2:5][N:6]([c:8]3[c:9]([NH2:14])[cH:10][n:11][cH:12][cH:13]3)[CH2:7]1)[N:17]([C:21](=[O:22])[O:23][C:24]([CH3:25])([CH3:26])[CH3:27])[C:18](=[O:20])[O:19]2. The reactants are CCCC[Sn](Cl)(CCCC)CCCC, C1CCOC1, [Li]CCCC, COCc1csc(NC(=O)OC(C)(C)C)n1. Yields the product CCCC[Sn](CCCC)(CCCC)c1sc(NC(=O)OC(C)(C)C)nc1COC. RXN SMILES: [CH2:22]([CH2:23][CH2:24][CH3:25])[Sn:26]([CH2:27][CH2:28][CH2:29][CH3:30])([CH2:31][CH2:32][CH2:33][CH3:34])[Cl:35].[CH2:36]1[O:37][CH2:38][CH2:39][CH2:40]1.[CH3:17][CH2:18][CH2:19][CH2:20][Li:21].[CH3:1][O:2][CH2:3][c:4]1[n:5][c:6]([NH:9][C:10]([O:11][C:12]([CH3:13])([CH3:14])[CH3:15])=[O:16])[s:7][cH:8]1>>[CH3:1][O:2][CH2:3][c:4]1[n:5][c:6]([NH:9][C:10]([O:11][C:12]([CH3:13])([CH3:14])[CH3:15])=[O:16])[s:7][c:8]1[Sn:26]([CH2:22][CH2:23][CH2:24][CH3:25])([CH2:27][CH2:28][CH2:29][CH3:30])[CH2:31][CH2:32][CH2:33][CH3:34].